Dataset: the Open Reaction Database (ORD), a public repository of structured organic reaction records. Task: describe an organic reaction: reactants, conditions, products, and yield Reactants: BrCc1ccccc1, CS(C)=O, CC(=O)c1cc2c(cc1O)C(C)(C)CCC2(C)C. Product: CC(=O)c1cc2c(cc1OCc1ccccc1)C(C)(C)CCC2(C)C. As a reaction SMILES: [CH2:19]([c:20]1[cH:21][cH:22][cH:23][cH:24][cH:25]1)[Br:26].[CH3:27][S:28]([CH3:29])=[O:30].[OH:1][c:2]1[c:3]([C:16]([CH3:17])=[O:18])[cH:4][c:5]2[c:10]([cH:11]1)[C:9]([CH3:12])([CH3:13])[CH2:8][CH2:7][C:6]2([CH3:14])[CH3:15]>>[O:1]([c:2]1[c:3]([C:16]([CH3:17])=[O:18])[cH:4][c:5]2[c:10]([cH:11]1)[C:9]([CH3:12])([CH3:13])[CH2:8][CH2:7][C:6]2([CH3:14])[CH3:15])[CH2:19][c:20]1[cH:21][cH:22][cH:23][cH:24][cH:25]1. The reactants are COC(=O)C1=C(C)NC(=O)CC1c1ccc(C(F)(F)F)cc1, [H-], [Na+], CN(C)C=O, O, CCOS(=O)(=O)OCC. The product is CCN1C(=O)CC(c2ccc(C(F)(F)F)cc2)C(C(=O)OC)=C1C. Reaction SMILES: [F:1][C:2]([c:3]1[cH:4][cH:5][c:6]([CH:9]2[C:10]([C:17](=[O:18])[O:19][CH3:20])=[C:11]([CH3:16])[NH:12][C:13](=[O:15])[CH2:14]2)[cH:7][cH:8]1)([F:21])[F:22].[H-:23].[Na+:24].[O:34]=[CH:35][N:36]([CH3:37])[CH3:38].[OH2:39].[S:25]([O:26][CH2:27][CH3:28])([O:31][CH2:29][CH3:30])(=[O:32])=[O:33]>>[F:1][C:2]([c:3]1[cH:4][cH:5][c:6]([CH:9]2[C:10]([C:17](=[O:18])[O:19][CH3:20])=[C:11]([CH3:16])[N:12]([CH2:29][CH3:30])[C:13](=[O:15])[CH2:14]2)[cH:7][cH:8]1)([F:21])[F:22]. Reactants: CC(C(=O)OCC)C(=O)OCC (diethyl 2-methylmalonate), N1=CC=CC=C1 (pyridine), ClC1=C(C=C(N)C=C1)F (4-chloro-3-fluoroaniline). Yields the product ClC1=C(C=C(C=C1)NC(C(C(=O)OCC)C)=O)F (ethyl 3-(4-chloro-3-fluorophenylamino)-2-methyl-3-oxopropanoate). RXN SMILES: [CH3:1][CH:2]([C:8]([O:10]CC)=O)[C:3]([O:5][CH2:6][CH3:7])=[O:4].N1C=CC=CC=1.[Cl:19][C:20]1[CH:26]=[CH:25][C:23]([NH2:24])=[CH:22][C:21]=1[F:27]>>[Cl:19][C:20]1[CH:26]=[CH:25][C:23]([NH:24][C:8](=[O:10])[CH:2]([CH3:1])[C:3]([O:5][CH2:6][CH3:7])=[O:4])=[CH:22][C:21]=1[F:27]. Procedure details: The ester was prepared according to Procedure A using diethyl 2-methylmalonate (5.32 mL, 30.9 mmol), pyridine (3.33 mL, 41.2 mmol) and 4-chloro-3-fluoroaniline (3.00 g, 20.6 mmol). The residue was purified by column chromatography on silica gel (0-30% EtOAc/hexanes) to give ethyl 3-(4-chloro-3-fluorophenylamino)-2-methyl-3-oxopropanoate as a red oil. Mass Spectrum (ESI) m/e=274.1 (M+1). The reactants are ClC1=C2C=CC(=NC2=C(C(=C1)Cl)OCC1=CC=CC=C1)C(=O)O (5,7-dichloro-8-benzyloxy-quinoline-2-carboxylic acid), Cl (hydrochloric acid). Conditions: time 48 hour. The product is ClC1=C2C=CC(=NC2=C(C(=C1)Cl)O)C(=O)O (5,7-Dichloro-8-hydroxyquinoline-2-carboxylic acid). RXN SMILES: [Cl:1][C:2]1[CH:11]=[C:10]([Cl:12])[C:9]([O:13]CC2C=CC=CC=2)=[C:8]2[C:3]=1[CH:4]=[CH:5][C:6]([C:21]([OH:23])=[O:22])=[N:7]2.Cl>>[Cl:1][C:2]1[CH:11]=[C:10]([Cl:12])[C:9]([OH:13])=[C:8]2[C:3]=1[CH:4]=[CH:5][C:6]([C:21]([OH:23])=[O:22])=[N:7]2. Procedure details: A mixture of 5,7-dichloro-8-benzyloxy-quinoline-2-carboxylic acid 18 (2.56 g, 7.35 mmol) and concentrated hydrochloric acid (25 mL) was stirred at RT for 48 h, and then concentrated to dryness. The resulting residue was washed with diethyl ether (20 mL×2). This provided 5,7-dichloro-8-hydroxyquinoline-2-carboxylic acid 19 as a yellow solid (1.78 g, 94%). 1H NMR (CDCl3/DMSO-d6 (19:1), 400 MHz): δ 10.60 (br, 1H), 8.53 (d, J=8.8, 1H), 8.22 (d, J=8.8, 1H), 7.60 (s, 1H).